This data is from the Open Reaction Database (ORD), a public repository of structured organic reaction records. The task is: describe an organic reaction: reactants, conditions, products, and yield Reactants: O1C(CCC1)CN (1-(tetrahydrofuran-2-yl)methanamine), (1-benzotriazol-1-yloxy)[tris(dimethylamino)]phosphonium hexafluorophosphate, C(C)(C)N(CC)C(C)C (diisopropylethylamine), C(C)N1N=C(C=C1OC1=CC=C(C(=O)O)C=C1)C1=CC(=CC=C1)C(C)(C)NS(=O)(=O)CC(F)(F)F (4-({1-ethyl-3-[3-(2-{[(2,2,2-trifluoroethyl)sulfonyl]amino}propan-2-yl)phenyl]-1H-pyrazol-5-yl}oxy)benzoic acid). Solvent: CN(C)C=O (DMF). Conditions: temperature 22 celsius, time 16 hour. Yields the product O1C(CCC1)CNC(C1=CC=CC=C1)=O (N-(tetrahydrofuran-2-ylmethyl)benzamide). Isolated yield 38.0%. As a reaction SMILES: C(N(C(C)C)CC)(C)C.C(N1C(O[C:18]2[CH:26]=[CH:25][C:21]([C:22](O)=[O:23])=[CH:20][CH:19]=2)=CC(C2C=CC=C(C(NS(CC(F)(F)F)(=O)=O)(C)C)C=2)=N1)C.[O:45]1[CH2:49][CH2:48][CH2:47][CH:46]1[CH2:50][NH2:51]>CN(C=O)C>[O:45]1[CH2:49][CH2:48][CH2:47][CH:46]1[CH2:50][NH:51][C:22](=[O:23])[C:21]1[CH:25]=[CH:26][CH:18]=[CH:19][CH:20]=1. Procedure: (1-benzotriazol-1-yloxy)[tris(dimethylamino)]phosphonium hexafluorophosphate (52 mg, 0.12 mmol, 1.2 equiv) and diisopropylethylamine (38 mg, 0.29 mmol, 3 equiv) were added to a stirring solution of 4-({1-ethyl-3-[3-(2-{[(2,2,2-trifluoroethyl)sulfonyl]amino}propan-2-yl)phenyl]-1H-pyrazol-5-yl}oxy)benzoic acid (50 mg, 0.10 mmol, 1 equiv) in DMF (1 mL). 1-(tetrahydrofuran-2-yl)methanamine (20 mg, 0.20 mmol, 2 equiv) was then added and the mixture was stirred at 22° C. for 16 hours. The mixture was ... The reactants are ClC1=NC=C(C(=N1)NC1=C(C(=O)NC)C=CC=C1F)Cl (2-(2,5-Dichloro-pyrimidin-4-ylamino)-3-fluoro-N-methyl-benzamide), NC1=CC2=C(NC(CCC2(C)C)=O)C=C1 (7-Amino-5,5-dimethyl-1,3,4,5-tetrahydro-benzo[b]azepin-2-one), CC1([C@@H]2CC[C@]1(C(=O)C2)CS(=O)(=O)O)C (DL-10-Camphorsulfonic acid). Product: ClC=1C(=NC(=NC1)NC1=CC2=C(NC(CCC2(C)C)=O)C=C1)NC1=C(C(=O)NC)C=CC=C1F (2-[5-Chloro-2-(5,5-dimethyl-2-oxo-2,3,4,5-tetrahydro-1H-benzo[b]azepin-7-ylamino)-pyrimidin-4-ylamino]-3-fluoro-N-methyl-benzamide). Procedure: Combined 2-(2,5-Dichloro-pyrimidin-4-ylamino)-3-fluoro-N-methyl-benzamide (73 mg, 0.232 mmol), 7-Amino-5,5-dimethyl-1,3,4,5-tetrahydro-benzo[b]azepin-2-one (57 mg, 0.279 mmol), DL-10-Camphorsulfonic acid (67 mg, 0.288 mmol) and isopropanol (4 mL) in a microwave tube. Microwaved reaction at 120° C. for 70 minutes. Evaporated off solvent and purified with normal phase chromatography to yield a yellow solid, 2-[5-Chloro-2-(5,5-dimethyl-2-oxo-2,3,4,5-tetrahydro-1H-benzo[b]azepin-7-ylamino)-pyrimidin... As a reaction SMILES: Cl[C:2]1[N:7]=[C:6]([NH:8][C:9]2[C:18]([F:19])=[CH:17][CH:16]=[CH:15][C:10]=2[C:11]([NH:13][CH3:14])=[O:12])[C:5]([Cl:20])=[CH:4][N:3]=1.[NH2:21][C:22]1[CH:35]=[CH:34][C:25]2[NH:26][C:27](=[O:33])[CH2:28][CH2:29][C:30]([CH3:32])([CH3:31])[C:24]=2[CH:23]=1.CC1(C)[C@]2(CS(O)(=O)=O)C(C[C@H]1CC2)=O>C(O)(C)C>[Cl:20][C:5]1[C:6]([NH:8][C:9]2[C:18]([F:19])=[CH:17][CH:16]=[CH:15][C:10]=2[C:11]([NH:13][CH3:14])=[O:12])=[N:7][C:2]([NH:21][C:22]2[CH:35]=[CH:34][C:25]3[NH:26][C:27](=[O:33])[CH2:28][CH2:29][C:30]([CH3:32])([CH3:31])[C:24]=3[CH:23]=2)=[N:3][CH:4]=1. Isolated yield 25.9%. Solvent: C(C)(C)O (isopropanol).